This data is from the Open Reaction Database (ORD), a public repository of structured organic reaction records. The task is: describe an organic reaction: reactants, conditions, products, and yield The reactants are O=C1N(C(C2=CC=CC=C12)=O)C=1C=C(C(=C(C(=O)O)C1)C)O (5-(1,3-dioxo-1,3-dihydro-isoindol-2-yl)-3-hydroxy-2-methylbenzoic acid), [N+](=O)([O-])C1=CC=C(CBr)C=C1 (4-nitrobenzyl bromide), C([O-])([O-])=O.[K+].[K+] (potassium carbonate). Solvent: CN(C=O)C (dimethylformamide). Reaction conditions: temperature 0 celsius, time 4 hour. Product: O=C1N(C(C2=CC=CC=C12)=O)C=1C=C(C(=C(C(=O)OCC2=CC=C(C=C2)[N+](=O)[O-])C1)C)O (p-nitrobenzyl 5-(1,3-dioxo-1,3-dihydroisoindol-2-yl)-3-hydroxy-2-methylbenzoate). Yield: 109.1%. As a reaction SMILES: [O:1]=[C:2]1[C:10]2[C:5](=[CH:6][CH:7]=[CH:8][CH:9]=2)[C:4](=[O:11])[N:3]1[C:12]1[CH:13]=[C:14]([OH:22])[C:15]([CH3:21])=[C:16]([CH:20]=1)[C:17]([OH:19])=[O:18].[N+:23]([C:26]1[CH:33]=[CH:32][C:29]([CH2:30]Br)=[CH:28][CH:27]=1)([O-:25])=[O:24].C(=O)([O-])[O-].[K+].[K+]>CN(C)C=O>[O:1]=[C:2]1[C:10]2[C:5](=[CH:6][CH:7]=[CH:8][CH:9]=2)[C:4](=[O:11])[N:3]1[C:12]1[CH:13]=[C:14]([OH:22])[C:15]([CH3:21])=[C:16]([CH:20]=1)[C:17]([O:19][CH2:30][C:29]1[CH:32]=[CH:33][C:26]([N+:23]([O-:25])=[O:24])=[CH:27][CH:28]=1)=[O:18] |f:2.3.4|. Procedure details: A mixture of 120 mg of 5-(1,3-dioxo-1,3-dihydro-isoindol-2-yl)-3-hydroxy-2-methylbenzoic acid, 87 mg of 4-nitrobenzyl bromide and 139 mg of potassium carbonate in 3 ml of dimethylformamide was stirred at 0° C. for 4 hours. The solvent was evaporated in vacuo, and the residue was triturated with a mixture of methylene chloride and saturated sodium bicarbonate solution. The unsoluble material was isolated by filtration to yield 190 mg of p-nitrobenzyl 5-(1,3-dioxo-1,3-dihydroisoindol-2-yl)-3-hydro... Reactants: CO, [Na+], [OH-], COCOc1ccc(C(=C(c2ccccc2)C(F)(F)F)c2ccc(OCCN3CCOCC3)cc2)cc1. Product: Oc1ccc(C(=C(c2ccccc2)C(F)(F)F)c2ccc(OCCN3CCOCC3)cc2)cc1. As a reaction SMILES: [CH3:40][OH:41].[Na+:39].[OH-:38].[c:1]1([C:7](=[C:8]([c:9]2[cH:10][cH:11][c:12]([O:15][CH2:16][O:17][CH3:18])[cH:13][cH:14]2)[c:19]2[cH:20][cH:21][c:22]([O:25][CH2:26][CH2:27][N:28]3[CH2:29][CH2:30][O:31][CH2:32][CH2:33]3)[cH:23][cH:24]2)[C:34]([F:35])([F:36])[F:37])[cH:2][cH:3][cH:4][cH:5][cH:6]1>>[c:1]1([C:7](=[C:8]([c:9]2[cH:10][cH:11][c:12]([OH:15])[cH:13][cH:14]2)[c:19]2[cH:20][cH:21][c:22]([O:25][CH2:26][CH2:27][N:28]3[CH2:29][CH2:30][O:31][CH2:32][CH2:33]3)[cH:23][cH:24]2)[C:34]([F:35])([F:36])[F:37])[cH:2][cH:3][cH:4][cH:5][cH:6]1. Starting materials: C(C)N1C=C(C(C2=CC(=C(C=C12)F)F)=O)C(=O)O (1-ethyl-6,7-difluoro-1,4-dihydro-4-oxo-3-quinolinecarboxylic acid), N[C@H]1[C@H](CCCC1)N (cis-1,2-diaminocyclohexane). The solvent is N1=CC=CC=C1 (pyridine). Yields the product N[C@@H]1[C@@H](CCCC1)NC1=C(C=C2C(C(=CN(C2=C1)CC)C(=O)O)=O)F (Cis-7-[(2-Aminocyclohexyl)amino]-1-ethyl-6-fluoro-1,4-dihydro-4-oxo-3-quinolinecarboxylic acid). Isolated yield 69.1%. Reaction SMILES: [CH2:1]([N:3]1[C:12]2[C:7](=[CH:8][C:9]([F:14])=[C:10](F)[CH:11]=2)[C:6](=[O:15])[C:5]([C:16]([OH:18])=[O:17])=[CH:4]1)[CH3:2].[NH2:19][C@@H:20]1[CH2:25][CH2:24][CH2:23][CH2:22][C@@H:21]1[NH2:26]>N1C=CC=CC=1>[NH2:19][C@H:20]1[CH2:25][CH2:24][CH2:23][CH2:22][C@H:21]1[NH:26][C:10]1[CH:11]=[C:12]2[C:7]([C:6](=[O:15])[C:5]([C:16]([OH:18])=[O:17])=[CH:4][N:3]2[CH2:1][CH3:2])=[CH:8][C:9]=1[F:14]. Procedure: A mixture of 2.53 g of 1-ethyl-6,7-difluoro-1,4-dihydro-4-oxo-3-quinolinecarboxylic acid and 4.6 g of cis-1,2-diaminocyclohexane in 10 ml of pyridine was heated as described in Example 1 giving 2.4 g of the desired product, m.p. 225°-227°C. Reactants: CCN=C=NCCCN(C)C, CN(C)c1ccccn1, ClCCl, Cl, O=[N+]([O-])c1ccc(O)cc1, CC(=Cc1ccc2cc(N)ccc2c1)C(=O)O. The product is CC(=Cc1ccc2cc(N)ccc2c1)C(=O)Oc1ccc([N+](=O)[O-])cc1. As a reaction SMILES: [CH2:38]([N:39]=[C:40]=[N:41][CH2:42][CH2:43][CH2:44][N:45]([CH3:46])[CH3:47])[CH3:48].[CH3:28][N:29]([c:30]1[cH:31][cH:32][cH:33][cH:34][n:35]1)[CH3:36].[Cl:49][CH2:50][Cl:51].[ClH:37].[N+:18](=[O:19])([O-:20])[c:21]1[cH:22][cH:23][c:24]([OH:27])[cH:25][cH:26]1.[NH2:1][c:2]1[cH:3][cH:4][c:5]2[c:6]([cH:7][cH:8][c:9]([CH:11]=[C:12]([C:13](=[O:14])[OH:15])[CH3:16])[cH:10]2)[cH:17]1>>[NH2:1][c:2]1[cH:3][cH:4][c:5]2[c:6]([cH:7][cH:8][c:9]([CH:11]=[C:12]([C:13]([O:14][c:24]3[cH:23][cH:22][c:21]([N+:18](=[O:19])[O-:20])[cH:26][cH:25]3)=[O:15])[CH3:16])[cH:10]2)[cH:17]1. The reactants are C(C)(=O)OC1=C(C=C(C=C1C(C)C)OC(C)=O)C(C)(C)C (1,4-diacetoxy-2-t-butyl-6-isopropylbenzene), Cl (hydrochloric acid). Solvent: CO (methanol). Yields the product C(C)(=O)OC1=C(C=C(C=C1C(C)C)O)C(C)(C)C (4-acetoxy-3-t-butyl-5-isopropylphenol). The yield is 70.1%. As a reaction SMILES: [C:1]([O:4][C:5]1[C:10]([CH:11]([CH3:13])[CH3:12])=[CH:9][C:8]([O:14]C(=O)C)=[CH:7][C:6]=1[C:18]([CH3:21])([CH3:20])[CH3:19])(=[O:3])[CH3:2].Cl>CO>[C:1]([O:4][C:5]1[C:10]([CH:11]([CH3:13])[CH3:12])=[CH:9][C:8]([OH:14])=[CH:7][C:6]=1[C:18]([CH3:19])([CH3:20])[CH3:21])(=[O:3])[CH3:2]. Reported procedure: 1.10 g of 1,4-diacetoxy-2-t-butyl-6-isopropylbenzene was dissolved in 22 ml of methanol, 2.5 ml of 3N hydrochloric acid was added, and the solution was heated under reflux for 2.5 hours. After cooling to room temperature, methanol was distilled off on a rotary evaporator. The concentrate was combined with water and extracted with ethyl acetate. The organic layers were washed with saturated brine, dried over anhydrous magnesium sulfate, and then concentrated. The concentrate was purified by silic... The reactants are CC(C)([O-])C.[K+] (Potassium tert-butoxide), BrC=1C(=C(NC1Br)C(=O)OC)OC(C)C (Methyl 4,5-dibromo-3-(1-methylethoxy)-1H-pyrrole-2-carboxylate), O (water). Run in CS(=O)C (DMSO). Yields the product BrC=1C(=C(NC1Br)C(=O)O)OC(C)C (4,5-Dibromo-3-(1-methylethoxy)-1H-pyrrole-2-carboxylic acid). RXN SMILES: [Br:1][C:2]1[C:3]([O:12][CH:13]([CH3:15])[CH3:14])=[C:4]([C:8]([O:10]C)=[O:9])[NH:5][C:6]=1[Br:7].CC(C)([O-])C.[K+].O>CS(C)=O>[Br:1][C:2]1[C:3]([O:12][CH:13]([CH3:15])[CH3:14])=[C:4]([C:8]([OH:10])=[O:9])[NH:5][C:6]=1[Br:7] |f:1.2|. Reported procedure: Methyl 4,5-dibromo-3-(1-methylethoxy)-1H-pyrrole-2-carboxylate (1.5 g, 0.004 moles) is stirred under nitrogen in DMSO (100 mL) at room temperature. Potassium tert-butoxide (2.5 g, 0.022 moles) is added. After 12 hours the mixture is stirred into water (600 mL) and extracted with ether twice. The ether extracts are discarded, and the aqueous phase is acidified with H3PO4, then extracted with CH2Cl2 (3x). The combined extracts are washed with brine and dried over MgSO4. Removal of the solvent unde... Reactants: [Mg] (magnesium), Grignard reagent, II (iodine), BrC1=CC=CC=C1 (bromobenzene), N1=C(Cl)N=C(Cl)N=C1Cl (cyanuric chloride). The solvent is CCOCC (ether), CCOCC (ether), C1=CC=CC=C1 (benzene). Conditions: time 8 hour. Product: ClC1=NC(=NC(=N1)C1=CC=CC=C1)C1=CC=CC=C1 (2-chloro-4,6-diphenyl-s-triazine). Isolated yield 134.2%. As a reaction SMILES: [Mg].II.Br[C:5]1[CH:10]=[CH:9][CH:8]=[CH:7][CH:6]=1.[N:11]1[C:18](Cl)=[N:17][C:15](Cl)=[N:14][C:12]=1[Cl:13]>CCOCC.C1C=CC=CC=1>[Cl:13][C:12]1[N:14]=[C:15]([C:5]2[CH:10]=[CH:9][CH:8]=[CH:7][CH:6]=2)[N:17]=[C:18]([C:5]2[CH:10]=[CH:9][CH:8]=[CH:7][CH:6]=2)[N:11]=1. Reported procedure: The procedure used was based on the method of Jones et al, AD 229453, Sept. 1959. A stirred mixture of magnesium turnings (24.3 g, 0.935 mol) and a crystal of iodine in ether (150 ml), was added a solution of bromobenzene (155.3 g, 0.985 mol) in ether (100 ml) under a nitrogen atmosphere over a period of 3.75 hr at such a rate as to maintain a gentle reflux. Thereafter, the mixture was refluxed for 2.5 hr. The Grignard reagent thus prepared was then cooled and transferred to an addition funnel a...